This data is from the Open Reaction Database (ORD), a public repository of structured organic reaction records. The task is: describe an organic reaction: reactants, conditions, products, and yield The reactants are CON=C(C(=O)OCC)C(C)(OCC)OCC (Ethyl 2-methoxyimino-3,3-diethoxybutyrate), Br.[NH+]1=CC=CC=C1 (pyridinium hydrobromide), Example 8 ( 2 ). Run in O1CCCC1 (tetrahydrofuran). Yields the product CON=C(C(=O)OCC)C(CBr)(OCC)OCC (ethyl 2-methoxyimino-3,3-diethoxy-4-bromobutyrate). Reaction SMILES: [CH3:1][O:2][N:3]=[C:4]([C:10]([O:15][CH2:16][CH3:17])([O:12][CH2:13][CH3:14])[CH3:11])[C:5]([O:7][CH2:8][CH3:9])=[O:6].[BrH:18].[NH+]1C=CC=CC=1>O1CCCC1>[CH3:1][O:2][N:3]=[C:4]([C:10]([O:15][CH2:16][CH3:17])([O:12][CH2:13][CH3:14])[CH2:11][Br:18])[C:5]([O:7][CH2:8][CH3:9])=[O:6] |f:1.2|. Reported procedure: Ethyl 2-methoxyimino-3,3-diethoxybutyrate (syn isomer, 10.0 g), pyridinium hydrobromide perbromide (15.5 g) and tetrahydrofuran (100 ml) were treated in a similar manner to that of Example 8 (2) to give ethyl 2-methoxyimino-3,3-diethoxy-4-bromobutyrate (syn isomer, 16.20 g).